From a dataset of the Open Reaction Database (ORD), a public repository of structured organic reaction records. describe an organic reaction: reactants, conditions, products, and yield Starting materials: C(C1=CC=CC=C1)(=O)OC1=CN(C2=CC=C(C=C2C1=O)F)C (6-fluoro-1 -methyl-4-oxo-1 ,4-dihydro-quinol-3-yl benzoate), N1CCCCC1 (piperidine). The solvent is ClCCl (dichloromethane). Run at time 24 hour. Yields the product FC=1C=C2C(C(=CN(C2=CC1)C)O)=O (6-fluoro-3-hydroxy-1-methyl-4-quinolone). RXN SMILES: C([O:9][C:10]1[C:19](=[O:20])[C:18]2[C:13](=[CH:14][CH:15]=[C:16]([F:21])[CH:17]=2)[N:12]([CH3:22])[CH:11]=1)(=O)C1C=CC=CC=1.N1CCCCC1>ClCCl>[F:21][C:16]1[CH:17]=[C:18]2[C:13](=[CH:14][CH:15]=1)[N:12]([CH3:22])[CH:11]=[C:10]([OH:9])[C:19]2=[O:20]. Reported procedure: A mixture of 6-fluoro-1 -methyl-4-oxo-1 ,4-dihydro-quinol-3-yl benzoate (1.90 g), piperidine (0.9 ml) and dry dichloromethane (50 ml) was stirred under nitrogen for 24 hours at ambient temperature. The solvent was removed by distillation and the residue triturated with diethyl ether (100 ml). The resultant solid was collected by filtration to give the novel compound 6-fluoro-3-hydroxy-1-methyl-4-quinolone, m.pp. 104°-106°. The reactants are BrC1=CSC2=C1N=C(N=C2N2CCOCC2)Cl (4-(7-bromo-2-chlorothieno[3,2-d]pyrimidin-4-yl)morpholine), (2-Ethenyl)tri-n-butyltin, O1CCOCC1 (1,4-Dioxane). The reagents and catalysts are C=1C=CC(=CC1)[P](C=2C=CC=CC2)(C=3C=CC=CC3)[Pd]([P](C=4C=CC=CC4)(C=5C=CC=CC5)C=6C=CC=CC6)([P](C=7C=CC=CC7)(C=8C=CC=CC8)C=9C=CC=CC9)[P](C=1C=CC=CC1)(C=1C=CC=CC1)C=1C=CC=CC1 (Pd(PPh3)4). Conditions: temperature 100 celsius. Yields the product ClC=1N=C(C2=C(N1)C(=CS2)C=C)N2CCOCC2 (4-(2-chloro-7-vinylthieno[3,2-d]pyrimidin-4-yl)morpholine). Yield: 39.5%. RXN SMILES: Br[C:2]1[C:6]2[N:7]=[C:8]([Cl:17])[N:9]=[C:10]([N:11]3[CH2:16][CH2:15][O:14][CH2:13][CH2:12]3)[C:5]=2[S:4][CH:3]=1.O1CCO[CH2:20][CH2:19]1>C1C=CC([P]([Pd]([P](C2C=CC=CC=2)(C2C=CC=CC=2)C2C=CC=CC=2)([P](C2C=CC=CC=2)(C2C=CC=CC=2)C2C=CC=CC=2)[P](C2C=CC=CC=2)(C2C=CC=CC=2)C2C=CC=CC=2)(C2C=CC=CC=2)C2C=CC=CC=2)=CC=1>[Cl:17][C:8]1[N:9]=[C:10]([N:11]2[CH2:16][CH2:15][O:14][CH2:13][CH2:12]2)[C:5]2[S:4][CH:3]=[C:2]([CH:19]=[CH2:20])[C:6]=2[N:7]=1 |^1:27,29,48,67|. Procedure details: 4-(7-bromo-2-chlorothieno[3,2-d]pyrimidin-4-yl)morpholine (3.55 g, 10.6 mmol), (2-Ethenyl)tri-n-butyltin (3.41 mL, 11.7 mmol), Pd(PPh3)4 (613 mg, 0.53 mmol), and 1,4-Dioxane (30 mL, 400 mmol) were combined in a sealed tube and heated at 100° C. 19.5 h. Complete reaction was confirmed by LCMS. Concentrated in vacuo and purified by silica gel chromatography (0 to 50% ethyl acetate/heptanes) on the CombiFlash® Rf system and concentrated in vacuo to give 4-(2-chloro-7-vinylthieno[3,2-d]pyrimidin-4-y... Reactants: C(C=C)OC1=CC=C(C=C1)C1=C(C(=O)OCC)C=CC=C1 (ethyl 4-[(2-propenyl)oxy]phenylbenzoate), C1(=CC=CC=C1)C (toluene), [O-]CC.[Na+] (sodium ethoxide), C(C)#N (acetonitrile). Solvent: O (water). Product: C(#N)CC(=O)C1=CC=C(C=C1)OCC=C (2-Cyano-1-[4-(2-propenyloxy)phenyl]ethanone). RXN SMILES: [CH2:1]([O:4][C:5]1[CH:10]=[CH:9][C:8](C2C=CC=CC=2C(OCC)=O)=[CH:7][CH:6]=1)[CH:2]=[CH2:3].[O-:22][CH2:23][CH3:24].[Na+].[C:26](#[N:28])C.C1(C)C=CC=CC=1>O>[C:26]([CH2:24][C:23]([C:8]1[CH:9]=[CH:10][C:5]([O:4][CH2:1][CH:2]=[CH2:3])=[CH:6][CH:7]=1)=[O:22])#[N:28] |f:1.2|. Reported procedure: A mixture of 41.25 g. (200 mmoles) of ethyl 4-[(2-propenyl)oxy]phenylbenzoate, 15.0 g. (220 mmoles of sodium ethoxide and 13 ml. (240 mmoles) of acetonitrile in 85 ml. of dry toluene was mechanically stirred under a nitrogen atmosphere at 108° C. for 24 hours. The reaction mixture was cooled and diluted with 600 ml. of water. After all of the solid had dissolved, the mixture was washed with two 100 ml. portions of ethyl ether. The aqueous phase was then acidified to pH 5-6 with concentrated aque... Starting materials: FC(C(=O)O)(F)F (Trifluoroacetic acid), C(C)(C)(C)OC(=O)N1C(=NC=C1C1=CC=C(C=C1)NC(CCCCCC)=O)N (2-amino-5-(4-heptanoylaminophenyl)imidazole-1-carboxylic acid tert-butyl ester), ClCCl (dichloromethane), C1(=CC=CC=C1)C (Toluene). Conditions: temperature 0 celsius. Yields the product Cl.NC1=NC=C(N1)C1=CC=C(C=C1)NC(CCCCCC)=O (heptanoic acid [4-(2-amino-3H-imidazol-4-yl)phenyl]amide hydrochloride). The yield is 97.0%. Reaction SMILES: C(OC([N:8]1[C:12]([C:13]2[CH:18]=[CH:17][C:16]([NH:19][C:20](=[O:27])[CH2:21][CH2:22][CH2:23][CH2:24][CH2:25][CH3:26])=[CH:15][CH:14]=2)=[CH:11][N:10]=[C:9]1[NH2:28])=O)(C)(C)C.FC(F)(F)C(O)=O.C1(C)C=CC=CC=1.[Cl:43]CCl>>[ClH:43].[NH2:28][C:9]1[NH:8][C:12]([C:13]2[CH:14]=[CH:15][C:16]([NH:19][C:20](=[O:27])[CH2:21][CH2:22][CH2:23][CH2:24][CH2:25][CH3:26])=[CH:17][CH:18]=2)=[CH:11][N:10]=1 |f:4.5|. Procedure: 2-amino-5-(4-heptanoylaminophenyl)imidazole-1-carboxylic acid tert-butyl ester (0.089 g, 0.230 mmol) was dissolved in anhydrous dichloromethane (5 mL) and cooled to 0° C. Trifluoroacetic acid (0.50 mL) was added drop-wise while the reaction continued to stir at 0° C. Upon completion, the reaction was allowed to warm to room temperature over the course of 12 h. Toluene (2 mL) was added and the reaction was evaporated to dryness. The crude TFA salt was then dissolved in dichloromethane (3 mL) and ...